From a dataset of the Open Reaction Database (ORD), a public repository of structured organic reaction records. describe an organic reaction: reactants, conditions, products, and yield The reactants are C(C1=CC=2OCOC2C=C1)O (piperonyl alcohol), [NH2+]=C(S)N (thiouronium), [OH-].[Na+] (sodium hydroxide), diisopropyl ether petroleum ether, Cl (HCl), ClCC(=O)O (chloroacetic acid), NC(=S)N (thiourea), Br (hydrobromic acid). The solvent is C([O-])(O)=O (bicarbonate), O (water), O (water). Reaction conditions: temperature 60 celsius. The product is C1OC=2C=C(CCC(=S)O)C=CC2O1 (3,4-Methylenedioxybenzylthio-acetic acid). Yield: 52.8%. Reaction SMILES: NC(N)=[S:3].Br.[CH2:6](O)[C:7]1[CH:15]=[CH:14][C:13]2[O:12][CH2:11][O:10][C:9]=2[CH:8]=1.[NH2+]=C(N)S.[OH-].[Na+].Cl[CH2:24][C:25]([OH:27])=O.Cl>O.C(=O)(O)[O-]>[CH2:11]1[O:12][C:13]2[CH:14]=[CH:15][C:7]([CH2:6][CH2:24][C:25]([OH:27])=[S:3])=[CH:8][C:9]=2[O:10]1 |f:4.5|. Procedure: A solution of 18.24 g (0.24 mol) of thiourea in 104 ml of 48% strength hydrobromic acid and 20 ml of water is introduced into a one liter three-necked flask equipped with a magnetic stirrer and a condenser. The mixture is heated to 60° C. and 30.4 g (0.2 mol) of piperonyl alcohol are introduced. The temperature is raised to 95° C. and the mixture is left to cool. Crystals of the thiouronium salt appear; these are filtered off and dried. The precipitate thus obtained is introduced into a 500 ml t... Reactants: CCO, Cl, Nc1ncc(-c2cnn(C3CCCCO3)c2)cc1-c1nc2ccccc2o1. Product: Nc1ncc(-c2cn[nH]c2)cc1-c1nc2ccccc2o1. RXN SMILES: [CH3:29][CH2:30][OH:31].[ClH:1].[o:2]1[c:3](-[c:11]2[c:12]([NH2:28])[n:13][cH:14][c:15](-[c:17]3[cH:18][n:19][n:20]([CH:22]4[CH2:23][CH2:24][CH2:25][CH2:26][O:27]4)[cH:21]3)[cH:16]2)[n:4][c:5]2[c:6]1[cH:7][cH:8][cH:9][cH:10]2>>[o:2]1[c:3](-[c:11]2[c:12]([NH2:28])[n:13][cH:14][c:15](-[c:17]3[cH:18][nH:19][n:20][cH:21]3)[cH:16]2)[n:4][c:5]2[c:6]1[cH:7][cH:8][cH:9][cH:10]2. Reactants: S1N=C(C=C1)CNCCN (N-(3-isothiazolylmethyl)ethylenediamine), CSC(N[N+](=O)[O-])=N (S-methyl-N-nitroisothiourea). Yields the product S1N=C(C=C1)CNCCNC(=N)N[N+](=O)[O-] (N-[2-(3-isothiazolylmethylamino)ethyl]-N'-nitroguanidine). RXN SMILES: [S:1]1[CH:5]=[CH:4][C:3]([CH2:6][NH:7][CH2:8][CH2:9][NH2:10])=[N:2]1.CS[C:13](=[NH:18])[NH:14][N+:15]([O-:17])=[O:16]>>[S:1]1[CH:5]=[CH:4][C:3]([CH2:6][NH:7][CH2:8][CH2:9][NH:10][C:13]([NH:14][N+:15]([O-:17])=[O:16])=[NH:18])=[N:2]1. Procedure details: Reaction of N-(3-isothiazolylmethyl)ethylenediamine with S-methyl-N-nitroisothiourea by the procedure of Example 2(ii) gives N-[2-(3-isothiazolylmethylamino)ethyl]-N'-nitroguanidine. The reactants are CO, NN, O, COC(=O)c1ccc2[nH]ncc2c1. Product: NNC(=O)c1ccc2[nH]ncc2c1. Reaction SMILES: [CH3:17][OH:18].[NH2:15][NH2:16].[OH2:14].[nH:1]1[n:2][cH:3][c:4]2[cH:5][c:6]([C:10]([O:12][CH3:11])=[O:13])[cH:7][cH:8][c:9]12>>[nH:1]1[n:2][cH:3][c:4]2[cH:5][c:6]([C:10](=[O:12])[NH:15][NH2:16])[cH:7][cH:8][c:9]12. Reactants: N1C(=CC2=CC=CC=C12)C(=O)Cl (indole-2-carbonyl chloride), BrC1=NN=C2N1C1=C(C(=NC2)C2=C(C=CC=C2)Cl)C=C(S1)CC (9-Bromo-4-(2-chlorophenyl)-2-ethyl-6H-thieno[3,2-f] [1,2,4]triazolo[4,3-a] [1,4]diazepine), S(O)(O)(=O)=O (sulfuric acid), C(O)([O-])=O.[Na+] (Sodium hydrogencarbonate). Solvent: C(Cl)(Cl)Cl (Chloroform). Conditions: temperature 80 celsius, time 8 hour. Yields the product BrC1=NN=C(N1C=1SC(=CC1C(C1=C(C=CC=C1)Cl)=O)CC)CNC(=O)C=1NC2=CC=CC=C2C1 (N-(3-bromo-4-(3-(2-chlorobenzoyl)-5-ethylthiophen-2-yl) [1,2,4]triazol-5-ylmethyl)indole-2-carboxamide). Reaction SMILES: [Br:1][C:2]1[N:6]2[C:7]3[S:21][C:20]([CH2:22][CH3:23])=[CH:19][C:8]=3[C:9]([C:12]3[CH:17]=[CH:16][CH:15]=[CH:14][C:13]=3[Cl:18])=[N:10][CH2:11][C:5]2=[N:4][N:3]=1.S(=O)(=O)(O)O.C(=O)([O-])[OH:30].[Na+].[NH:34]1[C:42]2[C:37](=[CH:38][CH:39]=[CH:40][CH:41]=2)[CH:36]=[C:35]1[C:43](Cl)=[O:44]>C(Cl)(Cl)Cl>[Br:1][C:2]1[N:6]([C:7]2[S:21][C:20]([CH2:22][CH3:23])=[CH:19][C:8]=2[C:9](=[O:30])[C:12]2[CH:17]=[CH:16][CH:15]=[CH:14][C:13]=2[Cl:18])[C:5]([CH2:11][NH:10][C:43]([C:35]2[NH:34][C:42]3[C:37]([CH:36]=2)=[CH:38][CH:39]=[CH:40][CH:41]=3)=[O:44])=[N:4][N:3]=1 |f:2.3|. Procedure: 9-Bromo-4-(2-chlorophenyl)-2-ethyl-6H-thieno[3,2-f] [1,2,4]triazolo[4,3-a] [1,4]diazepine (1.0 g) was added to 2M sulfuric acid (26.5 ml), and the mixture was stirred at 80° C. overnight. Sodium hydrogencarbonate was added to the reaction mixture to make the mixture alkaline. Chloroform and indole-2-carbonyl chloride were added, and the mixture was stirred at room temperature for 1.5 hours. The obtained crystals were filtered and washed with ethyl acetate to give 0.196 g of N-(3-bromo-4-(3-(2-ch...